From a dataset of the Open Reaction Database (ORD), a public repository of structured organic reaction records. describe an organic reaction: reactants, conditions, products, and yield Reactants: NC1=NC=C(C(=C1[N+](=O)[O-])N1CCN(CC1)CC(=O)NC=1SC=CN1)Br (2-(4-(2-amino-5-bromo-3-nitropyridin-4-yl)piperazin-1-yl)-N-(thiazol-2-yl)acetamide), BrC=1C(=C(C(=NC1)N)[N+](=O)[O-])Cl (5-bromo-4-chloro-3-nitropyridin-2-amine), CS(=O)(=O)N1CCNCC1 (1-methanesulfonylpiperazine). Solvent: C(C)(C)O (isopropanol). Yields the product BrC=1C(=C(C(=NC1)N)[N+](=O)[O-])N1CCN(CC1)S(=O)(=O)C (5-Bromo-4-(4-(methylsulfonyl)piperazin-1-yl)-3-nitropyridin-2-amine). The yield is 34.0%. RXN SMILES: [NH2:1][C:2]1[C:7]([N+:8]([O-:10])=[O:9])=[C:6]([N:11]2[CH2:16][CH2:15][N:14](CC(NC3SC=CN=3)=O)[CH2:13][CH2:12]2)[C:5]([Br:26])=[CH:4][N:3]=1.BrC1C(Cl)=C([N+]([O-])=O)C(N)=NC=1.[CH3:39][S:40](N1CCNCC1)(=[O:42])=[O:41]>C(O)(C)C>[Br:26][C:5]1[C:6]([N:11]2[CH2:12][CH2:13][N:14]([S:40]([CH3:39])(=[O:42])=[O:41])[CH2:15][CH2:16]2)=[C:7]([N+:8]([O-:10])=[O:9])[C:2]([NH2:1])=[N:3][CH:4]=1. Reported procedure: This was prepared using the same procedure as for 2-(4-(2-amino-5-bromo-3-nitropyridin-4-yl)piperazin-1-yl)-N-(thiazol-2-yl)acetamide, but here using 5-bromo-4-chloro-3-nitropyridin-2-amine (200 mg, 0.79 mmol), isopropanol (12 mL) and 1-methanesulfonylpiperazine (1.1 eq, 0.87 mmol, 143 mg). After 18 h the precipitate was filtered and washed with cold water (2×3 mL) to give the product (101 mg, 34%) as an orange solid; δH (500 MHz, DMSO-d6) 2.94 (s, 3H, CH3), 3.12 (s, br, 4H, piperazine N(CH2)2),... Starting materials: C(C)(C)(C)OC(CN1C(=C(C2=CC(=CC=C12)F)C1=NN(S(C2=C1C=CC=C2)(=O)=O)CC2=CC=C(C=C2)OC(F)(F)F)C)=O ({3-[2-(4-Trifluoromethoxy-benzyl)-1,1-dioxo-1,2-dihydro-1λ6-benzo[e][1,2,3]thiadiazin-4-yl]-5-fluoro-2-methyl-indol-1-yl}-acetic acid tert-butyl ester), C(=O)(C(F)(F)F)O (TFA). Product: FC(OC1=CC=C(CN2S(C3=C(C(=N2)C2=C(N(C4=CC=C(C=C24)F)CC(=O)O)C)C=CC=C3)(=O)=O)C=C1)(F)F ({3-[2-(4-Trifluoromethoxy-benzyl)-1,1-dioxo-1,2-dihydro-1λ6-benzo[e][1,2,3]thiadiazin-4-yl]-5-fluoro-2-methyl-indol-1-yl}-acetic acid). RXN SMILES: C([O:5][C:6](=[O:43])[CH2:7][N:8]1[C:16]2[C:11](=[CH:12][C:13]([F:17])=[CH:14][CH:15]=2)[C:10]([C:18]2[C:23]3[CH:24]=[CH:25][CH:26]=[CH:27][C:22]=3[S:21](=[O:29])(=[O:28])[N:20]([CH2:30][C:31]3[CH:36]=[CH:35][C:34]([O:37][C:38]([F:41])([F:40])[F:39])=[CH:33][CH:32]=3)[N:19]=2)=[C:9]1[CH3:42])(C)(C)C.C(O)(C(F)(F)F)=O>>[F:40][C:38]([F:39])([F:41])[O:37][C:34]1[CH:35]=[CH:36][C:31]([CH2:30][N:20]2[N:19]=[C:18]([C:10]3[C:11]4[C:16](=[CH:15][CH:14]=[C:13]([F:17])[CH:12]=4)[N:8]([CH2:7][C:6]([OH:43])=[O:5])[C:9]=3[CH3:42])[C:23]3[CH:24]=[CH:25][CH:26]=[CH:27][C:22]=3[S:21]2(=[O:28])=[O:29])=[CH:32][CH:33]=1. Procedure details: {3-[2-(4-Trifluoromethoxy-benzyl)-1,1-dioxo-1,2-dihydro-1λ6-benzo[e][1,2,3]thiadiazin-4-yl]-5-fluoro-2-methyl-indol-1-yl}-acetic acid tert-butyl ester (61 μmol) was treated with TFA (2 mL) for 2 hours, concentrated, and purified by preparative LCMS to give the title compound. 1H NMR (d6-DMSO) δ 8.17 (d, 1H), 7.93 (t, 1H), 7.85 (t, 1H), 7.50 (m, 3H), 7.38 (m, 3H), 6.89 (dt, 1H), 6.59 (dd, 1H), 5.11 (bs, 2H), 4.52 (s, 2H), 2.08 (s, 3H) ppm. MS calculated for C26H19F4N3O5S—H: 560, observed: 560. The reactants are C(=O)(O)[O-].[Na+] (NaHCO3), [H-].[Na+] (NaH), C(C)OP(=O)(OCC)CC(=O)OCC (ethyl 2-(diethoxyphosphoryl)acetate), C(C)[C@@H]1CC(C[C@@H]1C1=NN=C2N1C1=C(N=C2)N(C=C1)S(=O)(=O)C1=CC=C(C)C=C1)=O ((3R,4S)-3-ethyl-4-(6-tosyl-6H-pyrrolo[2,3-e][1,2,4]triazolo[4,3-a]pyrazin-1-yl)cyclopentanone). Run in CCOC(=O)C (EtOAc), C1CCOC1 (THF), C1CCOC1 (THF). Run at time 30 minute. Product: C(C)[C@@H]1C/C(/C[C@@H]1C1=NN=C2N1C1=C(N=C2)N(C=C1)S(=O)(=O)C1=CC=C(C)C=C1)=C\C(=O)OCC ((E)-ethyl 2-((3R,4S)-3-ethyl-4-(6-tosyl-6H-pyrrolo[2,3-e][1,2,4]triazolo[4,3-a]pyrazin-1-yl)cyclopentylidene)acetate). Yield: 74.4%. As a reaction SMILES: [H-].[Na+].C(OP([CH2:11][C:12]([O:14][CH2:15][CH3:16])=[O:13])(OCC)=O)C.[CH2:17]([C@H:19]1[C@@H:23]([C:24]2[N:28]3[C:29]4[CH:35]=[CH:34][N:33]([S:36]([C:39]5[CH:45]=[CH:44][C:42]([CH3:43])=[CH:41][CH:40]=5)(=[O:38])=[O:37])[C:30]=4[N:31]=[CH:32][C:27]3=[N:26][N:25]=2)[CH2:22][C:21](=O)[CH2:20]1)[CH3:18].C([O-])(O)=O.[Na+]>C1COCC1.CCOC(C)=O>[CH2:17]([C@H:19]1[C@@H:23]([C:24]2[N:28]3[C:29]4[CH:35]=[CH:34][N:33]([S:36]([C:39]5[CH:40]=[CH:41][C:42]([CH3:43])=[CH:44][CH:45]=5)(=[O:37])=[O:38])[C:30]=4[N:31]=[CH:32][C:27]3=[N:26][N:25]=2)[CH2:22]/[C:21](=[CH:11]/[C:12]([O:14][CH2:15][CH3:16])=[O:13])/[CH2:20]1)[CH3:18] |f:0.1,4.5|. Procedure details: To a slurry of NaH (0.034 g, 0.85 mmol) in THF (5 mL) was added ethyl 2-(diethoxyphosphoryl)acetate (0.177 mL, 0.886 mmol) at rt. After about 30 min, a solution of (3R,4S)-3-ethyl-4-(6-tosyl-6H-pyrrolo[2,3-e][1,2,4]triazolo[4,3-a]pyrazin-1-yl)cyclopentanone (0.300 g, 0.708 mmol, Preparation #25) in THF (1 mL) was added. After about 4 h, EtOAc (20 mL) and saturated aqueous NaHCO3 (20 mL) were added. The organic layer was separated, concd in vacuo, and purified by chromatography on silica gel (40 ... Reactants: N1=C(C=CC2=CC=C(N=C12)C=1C=C(C(=O)OC)C=CC1)C=1C=C(C(=O)OC)C=CC1 (dimethyl 3,3′-(1,8-naphthyridine-2,7-diyl)dibenzoate). The solvent is mixed solvent, C1CCOC1 (THF), CO (MeOH), [OH-].[Na+] (NaOH). Run at time 8 hour. Product: N1=C(C=CC2=CC=C(N=C12)C=1C=C(C(=O)O)C=CC1)C=1C=C(C(=O)O)C=CC1 (3,3′-(1,8-Naphthyridine-2,7-diyl)dibenzoic acid). As a reaction SMILES: [N:1]1[C:10]2[C:5](=[CH:6][CH:7]=[C:8]([C:11]3[CH:12]=[C:13]([CH:18]=[CH:19][CH:20]=3)[C:14]([O:16]C)=[O:15])[N:9]=2)[CH:4]=[CH:3][C:2]=1[C:21]1[CH:22]=[C:23]([CH:28]=[CH:29][CH:30]=1)[C:24]([O:26]C)=[O:25]>C1COCC1.CO.[OH-].[Na+]>[N:1]1[C:10]2[C:5](=[CH:6][CH:7]=[C:8]([C:11]3[CH:12]=[C:13]([CH:18]=[CH:19][CH:20]=3)[C:14]([OH:16])=[O:15])[N:9]=2)[CH:4]=[CH:3][C:2]=1[C:21]1[CH:22]=[C:23]([CH:28]=[CH:29][CH:30]=1)[C:24]([OH:26])=[O:25] |f:3.4|. Procedure: 2.0 g dimethyl 3,3′-(1,8-naphthyridine-2,7-diyl)dibenzoate was dissolved in 60 mL of mixed solvent of THF and MeOH (v/v=1:1), 20 mL of 2N NaOH aqueous solution was added. The mixture was stirred at room temperature overnight. After the organic phase was removed, the aqueous phase was acidified with dilute hydrochloric acid to give white precipitate, which was filtered and washed with water several times. Yield: 1.73 g, 93%. 1H NMR (300 MHz, DMSO-d6): δ 7.74 (t, 2H), 8.12 (d, 2H), 8.36 (d, 2H), 8... Reactants: C(#N)[C@H](CC1=CC=C(C=C1)[N+](=O)[O-])NC(=O)[C@H]1[C@H](CCCC1)NC(=O)C=1N(C2=CC=CC=C2C1)C (1-methyl-1H-indole-2-carboxylic acid ((1S,2R)-2-{[(S)-cyano-(4-nitro-benzyl)-methyl]-carbamoyl}-cyclohexyl)-amide), C(C)(=O)O (acetic acid). Run in C(C)(=O)OCC (ethyl acetate). Conditions: time 2 hour. The product is NC1=CC=C(C[C@@H](C#N)NC(=O)[C@H]2[C@H](CCCC2)NC(=O)C=2N(C3=CC=CC=C3C2)C)C=C1 (1-methyl-1H-indole-2-carboxylic acid ((1S,2R)-2-{[(S)-(4-amino-benzyl)-cyano-methyl]-carbamoyl}-cyclohexyl)-amide). Yield: 72.1%. Reaction SMILES: [C:1]([C@@H:3]([NH:14][C:15]([C@@H:17]1[CH2:22][CH2:21][CH2:20][CH2:19][C@@H:18]1[NH:23][C:24]([C:26]1[N:27]([CH3:35])[C:28]2[C:33]([CH:34]=1)=[CH:32][CH:31]=[CH:30][CH:29]=2)=[O:25])=[O:16])[CH2:4][C:5]1[CH:10]=[CH:9][C:8]([N+:11]([O-])=O)=[CH:7][CH:6]=1)#[N:2].C(O)(=O)C>C(OCC)(=O)C>[NH2:11][C:8]1[CH:7]=[CH:6][C:5]([CH2:4][C@H:3]([NH:14][C:15]([C@@H:17]2[CH2:22][CH2:21][CH2:20][CH2:19][C@@H:18]2[NH:23][C:24]([C:26]2[N:27]([CH3:35])[C:28]3[C:33]([CH:34]=2)=[CH:32][CH:31]=[CH:30][CH:29]=3)=[O:25])=[O:16])[C:1]#[N:2])=[CH:10][CH:9]=1. Procedure: To 120 mg (0.25 mmol) of 1-methyl-1H-indole-2-carboxylic acid ((1S,2R)-2-{[(S)-cyano-(4-nitro-benzyl)-methyl]-carbamoyl}-cyclohexyl)-amide dissolved in 5 mL ethyl acetate was added 20 mg activated carbon on charcoal (10% Wt.) and 0.7 mL glacial acetic acid. The reaction mixture was hydrogenated under normal atmosphere (H2 balloon) for two hours, filtered through a cake of celite, washed with water and 10% NaOH aqueous solution, dried over magnesium sulfate, and concentrated to provide 80 mg of 1...